This data is from the Open Reaction Database (ORD), a public repository of structured organic reaction records. The task is: describe an organic reaction: reactants, conditions, products, and yield The reactants are C[C@H]1[C@H]2[C@H](C[C@H]3[C@@H]4CC[C@H]5C[C@H](CC[C@]5(C)[C@H]4C(C[C@]23C)=O)O)O[C@]12CC[C@@H](C)CO2 ((3β,5α,25R)spirostan-3-ol-11-one), [Li] (lithium), N (ammonia). The product is C[C@H]1[C@H]2[C@H](C[C@H]3[C@@H]4CC[C@H]5C[C@H](CC[C@]5(C)[C@H]4[C@@H](C[C@]23C)O)O)O[C@]12CC[C@@H](C)CO2 ((3β,5α,11α,25R)spirostan-3,11-diol). Reaction SMILES: [CH3:1][C@@H:2]1[C@:25]2([O:31][CH2:30][C@H:28]([CH3:29])[CH2:27][CH2:26]2)[O:24][C@H:4]2[CH2:5][C@@H:6]3[C@@:20]([CH3:21])([C@@H:3]12)[CH2:19][C:18](=[O:22])[C@H:17]1[C@H:7]3[CH2:8][CH2:9][C@@H:10]2[C@:15]1([CH3:16])[CH2:14][CH2:13][C@H:12]([OH:23])[CH2:11]2.[Li].N>>[CH3:1][C@@H:2]1[C@:25]2([O:31][CH2:30][C@H:28]([CH3:29])[CH2:27][CH2:26]2)[O:24][C@H:4]2[CH2:5][C@@H:6]3[C@@:20]([CH3:21])([C@@H:3]12)[CH2:19][C@@H:18]([OH:22])[C@H:17]1[C@H:7]3[CH2:8][CH2:9][C@@H:10]2[C@:15]1([CH3:16])[CH2:14][CH2:13][C@H:12]([OH:23])[CH2:11]2 |^1:31|. Reported procedure: (3β,5α,25R)spirostan-3-ol-11-one (Aldrich Chemical Company, Milwaukee, Wis. or Steraloids Inc., Wilton, N.H., or see preparation G13) was converted into the title compound via reduction with lithium and ammonia according to the procedure described in J. Am. Chem. Soc., 1953, 75, 1282. Starting materials: CCOC(=O)C(NC(C)=O)C(=O)OCC, BrCC=Cc1ccccc1, CC[O-], CCO, [Na+], O. The product is CCOC(=O)C(CC=Cc1ccccc1)(NC(C)=O)C(=O)OCC. Reaction SMILES: [C:11]([CH3:12])(=[O:13])[NH:14][CH:15]([C:16](=[O:17])[O:18][CH2:19][CH3:20])[C:21](=[O:22])[O:23][CH2:24][CH3:25].[CH2:1]([CH:2]=[CH:3][c:4]1[cH:5][cH:6][cH:7][cH:8][cH:9]1)[Br:10].[CH3:27][CH2:28][O-:29].[CH3:31][CH2:32][OH:33].[Na+:26].[OH2:30]>>[CH2:1]([CH:2]=[CH:3][c:4]1[cH:5][cH:6][cH:7][cH:8][cH:9]1)[C:15]([NH:14][C:11]([CH3:12])=[O:13])([C:16](=[O:17])[O:18][CH2:19][CH3:20])[C:21](=[O:22])[O:23][CH2:24][CH3:25]. The reactants are O=C1C=CCC1, Cc1ccccc1, COC(=O)C(C)C(=O)OC. The product is COC(=O)C(C)(C(=O)OC)C1CCC(=O)C1. Reaction SMILES: [C:1]1(=[O:6])[CH:2]=[CH:3][CH2:4][CH2:5]1.[CH3:17][c:18]1[cH:19][cH:20][cH:21][cH:22][cH:23]1.[CH3:7][CH:8]([C:9](=[O:10])[O:11][CH3:12])[C:13](=[O:14])[O:15][CH3:16]>>[C:1]1(=[O:6])[CH2:2][CH:3]([C:8]([CH3:7])([C:9](=[O:10])[O:11][CH3:12])[C:13](=[O:14])[O:15][CH3:16])[CH2:4][CH2:5]1. Reactants: C(C)OC(=O)Cl (ethoxycarbonyl chloride), C1=C(C=CC2=CC=CC=C12)N (2-naphthylamine), C([O-])(O)=O.[Na+] (sodium bicarbonate). Solvent: C(Cl)(Cl)Cl (Chloroform), C(Cl)Cl (methylene chloride), C(Cl)Cl (methylene chloride), O (water). Product: C(C)OC(=O)NC1=CC2=CC=CC=C2C=C1 (N-ethoxycarbonyl-2-naphthylamine). The yield is 84.0%. Reaction SMILES: [CH2:1]([O:3][C:4](Cl)=[O:5])[CH3:2].[CH:7]1[C:16]2[C:11](=[CH:12][CH:13]=[CH:14][CH:15]=2)[CH:10]=[CH:9][C:8]=1[NH2:17].C(=O)(O)[O-].[Na+]>C(Cl)(Cl)Cl.C(Cl)Cl.O>[CH2:1]([O:3][C:4]([NH:17][C:8]1[CH:9]=[CH:10][C:11]2[C:16](=[CH:15][CH:14]=[CH:13][CH:12]=2)[CH:7]=1)=[O:5])[CH3:2] |f:2.3|. Procedure details: A mixture of 16.7 g of ethoxycarbonyl chloride and 20 ml of methylene chloride is added dropwise to a mixture of 20.0 g of 2-naphthylamine, 17.6 g of sodium bicarbonate, 100 ml of water and 200 ml of methylene chloride under ice-cooling and stirring. The mixture is stirred overnight at room temperature. Chloroform is added to the mixture and the organic layer is separated, dried and treated with charcol. The residue is recrystallized from ethyl acetate-hexane to give 25.26 g of N-ethoxycarbonyl-... Reactants: CC(C(C#N)C1=CC=CC=C1)C (rac-3-methyl-2-phenyl-butyronitrile), C(CN)N (ethylene diamine). Procedure: rac-2-(2-Methyl-1-phenyl-propyl)-4,5-dihydro-1H-imidazole was prepared from rac-3-methyl-2-phenyl-butyronitrile and ethylene diamine in analogy to Example 22: colourless powder; MS (ISP): 203.0 ((M+H)+.). Reaction SMILES: [CH3:1][CH:2]([CH3:12])[CH:3]([C:6]1[CH:11]=[CH:10][CH:9]=[CH:8][CH:7]=1)[C:4]#[N:5].[CH2:13](N)[CH2:14][NH2:15]>>[CH3:1][CH:2]([CH3:12])[CH:3]([C:4]1[NH:5][CH2:13][CH2:14][N:15]=1)[C:6]1[CH:11]=[CH:10][CH:9]=[CH:8][CH:7]=1. Yields the product CC(C(C1=CC=CC=C1)C=1NCCN1)C (rac-2-(2-Methyl-1-phenyl-propyl)-4,5-dihydro-1H-imidazole). Starting materials: BrC=1C=C2C=CN(C2=CC1)C=1C=NC=CC1 (5-bromo-N-(3-pyridyl)indole), C(C=C)(=O)OCC (ethyl acrylate), C1(=C(C=CC=C1)P(C1=C(C=CC=C1)C)C1=C(C=CC=C1)C)C (tri-o-tolylphosphine). Reagents/catalysts: C(C)(=O)[O-].[Pd+2].C(C)(=O)[O-] (palladium acetate). The solvent is C(C)N(CC)CC (triethylamine). Product: C(C)OC(=O)C=CC=1C=C2C=CN(C2=CC1)C=1C=NC=CC1 (5-(2-ethoxycarbonylethenyl)-N-(3-pyridyl)indole). RXN SMILES: Br[C:2]1[CH:3]=[C:4]2[C:8](=[CH:9][CH:10]=1)[N:7]([C:11]1[CH:12]=[N:13][CH:14]=[CH:15][CH:16]=1)[CH:6]=[CH:5]2.[C:17]([O:21][CH2:22][CH3:23])(=[O:20])[CH:18]=[CH2:19].C1(C)C=CC=CC=1P(C1C=CC=CC=1C)C1C=CC=CC=1C>C(N(CC)CC)C.C([O-])(=O)C.[Pd+2].C([O-])(=O)C>[CH2:22]([O:21][C:17]([CH:18]=[CH:19][C:2]1[CH:3]=[C:4]2[C:8](=[CH:9][CH:10]=1)[N:7]([C:11]1[CH:12]=[N:13][CH:14]=[CH:15][CH:16]=1)[CH:6]=[CH:5]2)=[O:20])[CH3:23] |f:4.5.6|. Procedure: A solution of 0.75 g of 5-bromo-N-(3-pyridyl)indole and 0.5 g of ethyl acrylate in 20 ml of triethylamine is refluxed for 48 hours with 10.8 mg of palladium acetate and 30 mg of tri-o-tolylphosphine. The reaction mixture is cooled, evaporated and chromatographed on 20 g of silica gel with diethyl ether to yield 5-(2-ethoxycarbonylethenyl)-N-(3-pyridyl)indole. Saponification by refluxing for 15 hours in 30 ml of ethanol with 5 ml of 2N sodium hydroxide yields a solution which is evaporated to dry...